From a dataset of the Open Reaction Database (ORD), a public repository of structured organic reaction records. describe an organic reaction: reactants, conditions, products, and yield The reactants are —Pyridinium chlorochromate, C(C1=CC=CC=C1)(=O)O[C@@H]1C([C@@H]2CCC=3C4=CC[C@H]([C@@H](CO)C)[C@]4(CCC3[C@]2(CC1)C)C)(C)C ((3β,5α,20S)-4,4,20-trimethylpregna-8,14-diene-3,21-diol 3-benzoate), [Cr](=O)(=O)([O-])Cl.[NH+]1=CC=CC=C1 (pyridinium chlorochromate). Run in ClCCl (dichloromethane). Conditions: time 1.5 hour. Yields the product C(C1=CC=CC=C1)(=O)O[C@@H]1C([C@@H]2CCC=3C4=CC[C@H]([C@H](C)C=O)[C@]4(CCC3[C@]2(CC1)C)C)(C)C ((3β,5α,20S)-3-(benzoyloxy)-4,4-dimethylpregna-8,14-diene-20-carboxaldehyde). Isolated yield 82.1%. As a reaction SMILES: [C:1]([O:9][C@H:10]1[CH2:30][CH2:29][C@@:28]2([CH3:31])[C@@H:12]([CH2:13][CH2:14][C:15]3[C:16]4[C@:24]([CH3:32])([CH2:25][CH2:26][C:27]=32)[C@@H:19]([C@H:20]([CH3:23])[CH2:21][OH:22])[CH2:18][CH:17]=4)[C:11]1([CH3:34])[CH3:33])(=[O:8])[C:2]1[CH:7]=[CH:6][CH:5]=[CH:4][CH:3]=1.[Cr](Cl)([O-])(=O)=O.[NH+]1C=CC=CC=1>ClCCl>[C:1]([O:9][C@H:10]1[CH2:30][CH2:29][C@@:28]2([CH3:31])[C@@H:12]([CH2:13][CH2:14][C:15]3[C:16]4[C@:24]([CH3:32])([CH2:25][CH2:26][C:27]=32)[C@@H:19]([C@@H:20]([CH:21]=[O:22])[CH3:23])[CH2:18][CH:17]=4)[C:11]1([CH3:33])[CH3:34])(=[O:8])[C:2]1[CH:7]=[CH:6][CH:5]=[CH:4][CH:3]=1 |f:1.2|. Procedure: —Pyridinium chlorochromate (8.79 g) was added to a solution of (3β,5α,20S)-4,4,20-trimethylpregna-8,14-diene-3,21-diol 3-benzoate (Example 7, step ii; 12.6 g) in dry dichloromethane (130 ml). The reaction mixture was stirred at room temperature for 1.5 h. Another portion of pyridinium chlorochromate (1.50 g) was added and stirring was continued for another 1.5 h. The reaction mixture was filtered and the filtrate was poured into a saturated aqueous solution of sodium hydrogencarbonate. The produ...